This data is from the Open Reaction Database (ORD), a public repository of structured organic reaction records. The task is: describe an organic reaction: reactants, conditions, products, and yield Starting materials: CC1=C(OC2=CC(=C(C=C2)O)S(=O)(=O)C2=CC=C(C=C2)F)C(=CC(=C1)[N+](=O)[O-])C (4-(2,6-dimethyl-4-nitro-phenoxy)-2-(4-fluoro-benzenesulfonyl)-phenol). The reagents and catalysts are [Pd] (Pd/C). The solvent is C(C)O (ethanol), CCOC(=O)C (EtOAc). Reaction conditions: time 4 hour. Product: NC1=CC(=C(OC2=CC(=C(C=C2)O)S(=O)(=O)C2=CC=C(C=C2)F)C(=C1)C)C (4-(4-Amino-2,6-dimethyl-phenoxy)-2-(4-fluoro-benzenesulfonyl)-phenol). Yield: 98.9%. As a reaction SMILES: [CH3:1][C:2]1[CH:25]=[C:24]([N+:26]([O-])=O)[CH:23]=[C:22]([CH3:29])[C:3]=1[O:4][C:5]1[CH:10]=[CH:9][C:8]([OH:11])=[C:7]([S:12]([C:15]2[CH:20]=[CH:19][C:18]([F:21])=[CH:17][CH:16]=2)(=[O:14])=[O:13])[CH:6]=1>C(O)C.CCOC(C)=O.[Pd]>[NH2:26][C:24]1[CH:23]=[C:22]([CH3:29])[C:3]([O:4][C:5]2[CH:10]=[CH:9][C:8]([OH:11])=[C:7]([S:12]([C:15]3[CH:16]=[CH:17][C:18]([F:21])=[CH:19][CH:20]=3)(=[O:14])=[O:13])[CH:6]=2)=[C:2]([CH3:1])[CH:25]=1. Procedure details: To a solution of 4-(2,6-dimethyl-4-nitro-phenoxy)-2-(4-fluoro-benzenesulfonyl)-phenol (11.4 g, 27.4 mmol) in a mixture of ethanol (200 mL) and EtOAc (200 mL) was added catalyst (10% Pd/C, 2.29 g). The mixture was hydrogenated under 45 psi at RT for 4 h. The mixture was filtered through Celite and concentrated to give the title compound of Step D (10.5 g) as a tan solid. The title product of Step D was used in the next step with no further purification. MS (APCl−) Calc.:387.1, Found: 386.2 (M−1). Starting materials: C(CCCCCCCCCC)(=O)C1=CC=NC=C1 (4-n-undecanoylpyridine), NN (hydrazine), monohydrate, [OH-].[K+] (potassium hydroxide), C(COCCOCCO)O (triethylene glycol). Run in O (water). Conditions: time 4 hour. Yields the product C(CCCCCCCCCC)C1=CC=NC=C1 (4-n-undecylpyridine). Yield: 80.7%. As a reaction SMILES: [C:1]([C:13]1[CH:18]=[CH:17][N:16]=[CH:15][CH:14]=1)(=O)[CH2:2][CH2:3][CH2:4][CH2:5][CH2:6][CH2:7][CH2:8][CH2:9][CH2:10][CH3:11].NN.[OH-].[K+].C(O)COCCOCCO>O>[CH2:1]([C:13]1[CH:14]=[CH:15][N:16]=[CH:17][CH:18]=1)[CH2:2][CH2:3][CH2:4][CH2:5][CH2:6][CH2:7][CH2:8][CH2:9][CH2:10][CH3:11] |f:2.3|. Procedure details: A mixture of 8.50 g (34 mmol) of 4-n-undecanoylpyridine, 5.55 g (0.11 mol) of hydrazine.monohydrate, 4.41 g (74 mmol) of potassium hydroxide, and 30 ml of triethylene glycol was heated at 110° to 125° C. for one hour, and further, at 180° to 185° C. for 4 hours. After cooling, 50 ml of water was added, and the mixture was extracted with diethyl ether, washed with water and then dried over anhydrous potassium carbonate. After concentration under a reduced pressure, the residue was purified by dis...